Dataset: the Open Reaction Database (ORD), a public repository of structured organic reaction records. Task: describe an organic reaction: reactants, conditions, products, and yield Reactants: ClCCCl, CCCn1cnc(-c2cc3nccc(Oc4ccc(N)cc4F)c3s2)c1, O=C(O)CC(=O)Nc1ccccc1F, CN(C)C=O, On1nnc2ccccc21. Product: CCCn1cnc(-c2cc3nccc(Oc4ccc(NC(=O)CC(=O)Nc5ccccc5F)cc4F)c3s2)c1. As a reaction SMILES: [CH2:41]([Cl:42])[CH2:43][Cl:44].[F:1][c:2]1[cH:3][c:4]([NH2:5])[cH:6][cH:7][c:8]1[O:9][c:10]1[c:11]2[c:12]([n:13][cH:14][cH:15]1)[cH:16][c:17](-[c:19]1[n:20][cH:21][n:22]([CH2:24][CH2:25][CH3:26])[cH:23]1)[s:18]2.[F:27][c:28]1[c:29]([NH:34][C:35]([CH2:36][C:37](=[O:38])[OH:39])=[O:40])[cH:30][cH:31][cH:32][cH:33]1.[O:55]=[CH:56][N:57]([CH3:58])[CH3:59].[OH:45][n:46]1[c:47]2[c:48]([cH:49][cH:50][cH:51][cH:52]2)[n:53][n:54]1>>[F:1][c:2]1[cH:3][c:4]([NH:5][C:37]([CH2:36][C:35]([NH:34][c:29]2[c:28]([F:27])[cH:33][cH:32][cH:31][cH:30]2)=[O:40])=[O:38])[cH:6][cH:7][c:8]1[O:9][c:10]1[c:11]2[c:12]([n:13][cH:14][cH:15]1)[cH:16][c:17](-[c:19]1[n:20][cH:21][n:22]([CH2:24][CH2:25][CH3:26])[cH:23]1)[s:18]2. The reactants are c1ccc(Cn2cccc2)cc1, Cc1cccc(C(=O)Cl)c1, [Cl-], ClCCl. Reaction SMILES: [CH2:12]([c:13]1[cH:14][cH:15][cH:16][cH:17][cH:18]1)[n:19]1[cH:20][cH:21][cH:22][cH:23]1.[CH3:1][c:2]1[cH:3][c:4]([C:5](=[O:6])[Cl:7])[cH:8][cH:9][cH:10]1.[Cl-:11].[Cl:24][CH2:25][Cl:26]>>[CH3:1][c:2]1[cH:3][c:4]([C:5](=[O:6])[c:20]2[n:19]([CH2:12][c:13]3[cH:14][cH:15][cH:16][cH:17][cH:18]3)[cH:23][cH:22][cH:21]2)[cH:8][cH:9][cH:10]1. Yields the product Cc1cccc(C(=O)c2cccn2Cc2ccccc2)c1. The reactants are COC(=O)c1cn(-c2cnc3ccccc3c2)c2ccccc12, Cl, [Li+], C1CCOC1, [OH-], O, O. The product is O=C(O)c1cn(-c2cnc3ccccc3c2)c2ccccc12. Reaction SMILES: [CH3:4][O:5][C:6](=[O:7])[c:8]1[cH:9][n:10](-[c:17]2[cH:18][n:19][c:20]3[cH:21][cH:22][cH:23][cH:24][c:25]3[cH:26]2)[c:11]2[cH:12][cH:13][cH:14][cH:15][c:16]12.[ClH:27].[Li+:3].[O:28]1[CH2:29][CH2:30][CH2:31][CH2:32]1.[OH-:2].[OH2:1].[OH2:33]>>[O:5]=[C:6]([OH:7])[c:8]1[cH:9][n:10](-[c:17]2[cH:18][n:19][c:20]3[cH:21][cH:22][cH:23][cH:24][c:25]3[cH:26]2)[c:11]2[cH:12][cH:13][cH:14][cH:15][c:16]12. Reactants: BrN1C(CCC1=O)=O (N-bromosuccinimide), OC(CC=1C=C(C=CC1)O)(C)C (3-(2-Hydroxy-2-methylpropyl)phenol), O (water). Run in CN(C)C=O (DMF). Reaction conditions: temperature 0 celsius, time 30 minute. Yields the product BrC1=C(C=C(C=C1)O)CC(C)(C)O (4-Bromo-3-(2-hydroxy-2-methylpropyl)phenol). RXN SMILES: [OH:1][C:2]([CH3:12])([CH3:11])[CH2:3][C:4]1[CH:5]=[C:6]([OH:10])[CH:7]=[CH:8][CH:9]=1.[Br:13]N1C(=O)CCC1=O.O>CN(C=O)C>[Br:13][C:9]1[CH:8]=[CH:7][C:6]([OH:10])=[CH:5][C:4]=1[CH2:3][C:2]([OH:1])([CH3:12])[CH3:11]. Procedure: Alcohol 29 (12.3 g, 74.2 mmol) is dissolved in dry DMF and cooled to 0° C. under N2. Solid N-bromosuccinimide (NBS, 14.77 g, 83.0 mmol) is added in small portions (the yellow color is allowed to dissipate between additions) over 1.5 h. After the addition is complete, stirring at 0° C. is continued for 30 min. The mixture is then poured into water and extracted with EtOAc (3×). The organic phase is washed with water (1×) and brine (1×), dried (MgSO4), filtered, and evaporated. The residue is diss...